describe an organic reaction: reactants, conditions, products, and yield From a dataset of the Open Reaction Database (ORD), a public repository of structured organic reaction records. Starting materials: O=C([O-])O, CNCCCCC(=O)OC, CCN=C=NCCCN(C)C, CO, ClCCl, Cl, Cl, [Na+], On1nnc2cccnc21, O=C(O)CCN1CCC(OC(=O)Nc2ccccc2-c2ccccc2)CC1, Cc1cccc(C)n1. The product is COC(=O)CCCCNCC(=O)CCN1CCC(OC(=O)Nc2ccccc2-c2ccccc2)CC1. Reaction SMILES: [C:69](=[O:70])([OH:71])[O-:72].[CH3:2][NH:3][CH2:4][CH2:5][CH2:6][CH2:7][C:8](=[O:9])[O:10][CH3:11].[CH3:58][N:59]([CH3:60])[CH2:61][CH2:62][CH2:63][N:64]=[C:65]=[N:66][CH2:67][CH3:68].[CH3:77][OH:78].[Cl:74][CH2:75][Cl:76].[ClH:1].[ClH:57].[Na+:73].[OH:39][n:40]1[c:41]2[n:42][cH:43][cH:44][cH:45][c:46]2[n:47][n:48]1.[c:12]1(-[c:33]2[cH:34][cH:35][cH:36][cH:37][cH:38]2)[c:13]([NH:18][C:19](=[O:20])[O:21][CH:22]2[CH2:23][CH2:24][N:25]([CH2:28][CH2:29][C:30](=[O:31])[OH:32])[CH2:26][CH2:27]2)[cH:14][cH:15][cH:16][cH:17]1.[n:49]1[c:50]([CH3:51])[cH:52][cH:53][cH:54][c:55]1[CH3:56]>>[CH2:2]([NH:3][CH2:4][CH2:5][CH2:6][CH2:7][C:8](=[O:9])[O:10][CH3:11])[C:30]([CH2:29][CH2:28][N:25]1[CH2:24][CH2:23][CH:22]([O:21][C:19]([NH:18][c:13]2[c:12](-[c:33]3[cH:34][cH:35][cH:36][cH:37][cH:38]3)[cH:17][cH:16][cH:15][cH:14]2)=[O:20])[CH2:27][CH2:26]1)=[O:31]. Reactants: BrCC1C(C1)(F)F (bromomethyl-2,2-difluorocyclopropane), BrCC(C)C (1-bromo-2-methylpropane), CC=1N=C(SC1C(=O)OCC)N1C(NCC1)=O (ethyl 4-methyl-2-(2-oxoimidazolidin-1-yl)thiazole-5-carboxylate). Yields the product C(C(C)C)N1C(N(CC1)C=1SC(=C(N1)C)C(=O)OCC)=O (ethyl 2-(3-isobutyl-2-oxoimidazolidin-1-yl)-4-methylthiazole-5-carboxylate). Isolated yield 98.0%. As a reaction SMILES: BrCC1CC1(F)F.Br[CH2:9][CH:10]([CH3:12])[CH3:11].[CH3:13][C:14]1[N:15]=[C:16]([N:24]2[CH2:28][CH2:27][NH:26][C:25]2=[O:29])[S:17][C:18]=1[C:19]([O:21][CH2:22][CH3:23])=[O:20]>>[CH2:9]([N:26]1[CH2:27][CH2:28][N:24]([C:16]2[S:17][C:18]([C:19]([O:21][CH2:22][CH3:23])=[O:20])=[C:14]([CH3:13])[N:15]=2)[C:25]1=[O:29])[CH:10]([CH3:12])[CH3:11]. Procedure details: Following the procedure as described in Preparation 13, making variations to replace bromomethyl-2,2-difluorocyclopropane with 1-bromo-2-methylpropane to react with ethyl 4-methyl-2-(2-oxoimidazolidin-1-yl)thiazole-5-carboxylate, the title compound was obtained in 98% yield: MS (ES+) m/z 311.8 (M+1). Reactants: CN1CCNCC1, [Cl-], Nc1cc(Cl)ccc1[N+](=O)[O-], [Na+]. Reaction SMILES: [CH3:12][N:13]1[CH2:14][CH2:15][NH:16][CH2:17][CH2:18]1.[Cl-:19].[Cl:1][c:2]1[cH:3][cH:4][c:5]([N+:9](=[O:10])[O-:11])[c:6]([NH2:7])[cH:8]1.[Na+:20]>>[c:2]1([N:16]2[CH2:15][CH2:14][N:13]([CH3:12])[CH2:18][CH2:17]2)[cH:3][cH:4][c:5]([N+:9](=[O:10])[O-:11])[c:6]([NH2:7])[cH:8]1. Yields the product CN1CCN(c2ccc([N+](=O)[O-])c(N)c2)CC1.